Task: describe an organic reaction: reactants, conditions, products, and yield. Dataset: the Open Reaction Database (ORD), a public repository of structured organic reaction records Starting materials: O=S(=O)([O-])CCCCCCBr, CN(C)C=O, [Na+], O=S(Cl)Cl. Yields the product O=S(=O)(Cl)CCCCCCBr. As a reaction SMILES: [Br:5][CH2:6][CH2:7][CH2:8][CH2:9][CH2:10][CH2:11][S:12](=[O:13])(=[O:14])[O-:15].[CH3:17][N:18]([CH3:19])[CH:20]=[O:21].[Na+:16].[S:1]([Cl:2])([Cl:3])=[O:4]>>[Cl:3][S:12]([CH2:11][CH2:10][CH2:9][CH2:8][CH2:7][CH2:6][Br:5])(=[O:13])=[O:15]. Reactants: C(=O)(OC(C)(C)C)N(C1CCC(CC1)NCC=1C=C(C=CC1OC)B(O)O)C (3-{[4-(BOC-methyl-amino)-cyclohexylamino]-methyl}-4-methoxy-benzene boronic acid), BrC1=CC=C(C=C1)SC (4-bromothioanisole), biaryl amine, ClC=1C2=C(SC1C(=O)Cl)C(=CC=C2F)F (3-Chloro-4,7-difluorobenzo[b]thiophene-2-carbonyl chloride). Product: ClC=1C2=C(SC1C(=O)N(C1CCC(CC1)N(C(OC(C)(C)C)=O)C)CC=1C=C(C=CC1OC)C1=CC=C(C=C1)SC)C(=CC=C2F)F (tert-Butyl {4-[(3-chloro-4,7-difluoro-benzo[b]thiophene-2-carbonyl)-(4-methoxy-4′-methylsulfanyl-biphenyl-3-ylmethyl)-amino]-cyclohexyl}-methyl-carbamate). RXN SMILES: [C:1]([N:8]([CH3:28])[CH:9]1[CH2:14][CH2:13][CH:12]([NH:15][CH2:16][C:17]2[CH:18]=[C:19](B(O)O)[CH:20]=[CH:21][C:22]=2[O:23][CH3:24])[CH2:11][CH2:10]1)([O:3][C:4]([CH3:7])([CH3:6])[CH3:5])=[O:2].Br[C:30]1[CH:35]=[CH:34][C:33]([S:36][CH3:37])=[CH:32][CH:31]=1.[Cl:38][C:39]1[C:40]2[C:50]([F:51])=[CH:49][CH:48]=[C:47]([F:52])[C:41]=2[S:42][C:43]=1[C:44](Cl)=[O:45]>>[Cl:38][C:39]1[C:40]2[C:50]([F:51])=[CH:49][CH:48]=[C:47]([F:52])[C:41]=2[S:42][C:43]=1[C:44]([N:15]([CH2:16][C:17]1[CH:18]=[C:19]([C:30]2[CH:35]=[CH:34][C:33]([S:36][CH3:37])=[CH:32][CH:31]=2)[CH:20]=[CH:21][C:22]=1[O:23][CH3:24])[CH:12]1[CH2:13][CH2:14][CH:9]([N:8]([CH3:28])[C:1](=[O:2])[O:3][C:4]([CH3:7])([CH3:6])[CH3:5])[CH2:10][CH2:11]1)=[O:45]. Procedure details: Boronic acid 4 (200 mg, 0.51 mmol) is coupled to 4-bromothioanisole (104 mg, 0.51 mmol) using Method A. On filtration of the cooled reaction mixture through celite and removal of the solvents in vacuo, the crude biaryl amine is treated with acid chloride 8 (163 mg, 0.61 mmol) using Method D to give the title compound. Starting materials: ice water, OC=1C=C(C(=O)CCC(=O)O)C=CC1 (3-(3-Hydroxybenzoyl)propionic acid), [N+](=O)(O)[O-] (nitric acid), resultant mixture. The product is OC=1C=C(C(=O)CCC(=O)O)C=CC1[N+](=O)[O-] (3-(3-hydroxy-4-nitrobenzoyl)propionic acid). As a reaction SMILES: [OH:1][C:2]1[CH:3]=[C:4]([CH:12]=[CH:13][CH:14]=1)[C:5]([CH2:7][CH2:8][C:9]([OH:11])=[O:10])=[O:6].[N+:15]([O-])([OH:17])=[O:16]>>[OH:1][C:2]1[CH:3]=[C:4]([CH:12]=[CH:13][C:14]=1[N+:15]([O-:17])=[O:16])[C:5]([CH2:7][CH2:8][C:9]([OH:11])=[O:10])=[O:6]. Procedure details: 3-(3-Hydroxybenzoyl)propionic acid was added in portions to well stirred fuming nitric acid at -15° C. The resultant mixture was stirred a further 10 minutes in the cold then poured into ice-water. The crude product was triturated with methanol to give 3-(3-hydroxy-4-nitrobenzoyl)propionic acid, which after recrystallisation from water had m.p. 158° - 160.3° C (Found: C, 50.25; H, 3.75; N, 5.88; M+, 239 C10H9NO6 requires: C, 50.21; H, 3.79; N, 5.86%; M, 239)